Task: describe an organic reaction: reactants, conditions, products, and yield. Dataset: the Open Reaction Database (ORD), a public repository of structured organic reaction records Starting materials: C1(CCCCC1)N=C=NC1CCCCC1 (N,N'-dicyclohexylcarbodiimide), C(CCC)SC1=CC=C(C(=O)O)C=C1 (4-Butylsulphanylbenzoic acid), N(=C=S)C1=CC=C(C=C1)S (4-(Isothiocyanato)thiophenol), 4-(N-pyrrolidino)pyridine. Solvent: ClCCl (dichloromethane). Conditions: time 8 hour. Product: C(CCC)SC1=CC=C(C(=O)SC2=CC=C(C=C2)N=C=S)C=C1 (S-(4-Isothiocyanatophenyl) 4-butylsulphanylthiobenzoate). Reaction SMILES: C1(N=C=NC2CCCCC2)CCCCC1.[CH2:16]([S:20][C:21]1[CH:29]=[CH:28][C:24]([C:25]([OH:27])=O)=[CH:23][CH:22]=1)[CH2:17][CH2:18][CH3:19].[N:30]([C:33]1[CH:38]=[CH:37][C:36]([SH:39])=[CH:35][CH:34]=1)=[C:31]=[S:32]>ClCCl>[CH2:16]([S:20][C:21]1[CH:22]=[CH:23][C:24]([C:25]([S:39][C:36]2[CH:37]=[CH:38][C:33]([N:30]=[C:31]=[S:32])=[CH:34][CH:35]=2)=[O:27])=[CH:28][CH:29]=1)[CH2:17][CH2:18][CH3:19]. Reported procedure: N,N'-dicyclohexylcarbodiimide (1.95 g, 0.009 mol), was added in one portion to a stirred solution of compound 2 (1.67 g, 0.008 mol), compound 3 (1.59 g, 0.009 mol) and 4-(N-pyrrolidino)pyridine (0.39 g, 0.003 mol) in dry dichloromethane (50 ml) at room temperature. The reaction mixture was stirred at room temperature overnight. The product was extracted into ether (200 ml) and was washed with aqueous potassium hydroxide solution (5%, 2×250 ml). The ether layer was evaporated in vacuo and the pro... Reactants: O=C1NCCc2cc(Br)cc(F)c21, Cc1ccccc1, CCOC(C)=O, C1CCC(P(C2CCCCC2)C2CCCCC2)CC1, OB(O)C1CC1, [K+], [K+], [K+], CC(=O)[O-], CC(=O)[O-], O, O=P([O-])([O-])[O-], [Pd+2]. Product: O=C1NCCc2cc(C3CC3)cc(F)c21. RXN SMILES: [Br:1][c:2]1[cH:3][c:4]2[c:9]([c:10]([F:12])[cH:11]1)[C:8](=[O:13])[NH:7][CH2:6][CH2:5]2.[CH3:47][c:48]1[cH:49][cH:50][cH:51][cH:52][cH:53]1.[CH3:54][CH2:55][O:56][C:57](=[O:58])[CH3:59].[CH:14]1([P:15]([CH:19]2[CH2:20][CH2:21][CH2:22][CH2:23][CH2:24]2)[CH:27]2[CH2:18][CH2:17][CH2:16][CH2:31][CH2:32]2)[CH2:25][CH2:26][CH2:28][CH2:29][CH2:30]1.[CH:33]1([B:34]([OH:35])[OH:36])[CH2:37][CH2:38]1.[K+:44].[K+:45].[K+:46].[O-:61][C:62]([CH3:63])=[O:64].[O-:65][C:66]([CH3:67])=[O:68].[OH2:69].[P:39]([O-:40])([O-:41])([O-:42])=[O:43].[Pd+2:60]>>[c:2]1([CH:31]2[CH2:27][CH2:32]2)[cH:3][c:4]2[c:9]([c:10]([F:12])[cH:11]1)[C:8](=[O:13])[NH:7][CH2:6][CH2:5]2. The reactants are COC(=O)C1CCC(NC(=O)C2(NC(=O)c3cnc4n3C(C)(Cc3ccc(C#N)cc3)C(=O)N4c3cc(Cl)cc(Cl)c3)CC2)C1, N. Product: CC1(Cc2ccc(C#N)cc2)C(=O)N(c2cc(Cl)cc(Cl)c2)c2ncc(C(=O)NC3(C(=O)NC4CCC(C(N)=O)C4)CC3)n21. As a reaction SMILES: [C:1](#[N:2])[c:3]1[cH:4][cH:5][c:6]([CH2:7][C:8]2([CH3:43])[C:9](=[O:42])[N:10]([c:34]3[cH:35][c:36]([Cl:41])[cH:37][c:38]([Cl:40])[cH:39]3)[c:11]3[n:12]2[c:13]([C:16](=[O:17])[NH:18][C:19]2([C:22](=[O:23])[NH:24][CH:25]4[CH2:26][CH:27]([C:30](=[O:31])[O:32][CH3:33])[CH2:28][CH2:29]4)[CH2:20][CH2:21]2)[cH:14][n:15]3)[cH:44][cH:45]1.[NH3:46]>>[C:1](#[N:2])[c:3]1[cH:4][cH:5][c:6]([CH2:7][C:8]2([CH3:43])[C:9](=[O:42])[N:10]([c:34]3[cH:35][c:36]([Cl:41])[cH:37][c:38]([Cl:40])[cH:39]3)[c:11]3[n:12]2[c:13]([C:16](=[O:17])[NH:18][C:19]2([C:22](=[O:23])[NH:24][CH:25]4[CH2:26][CH:27]([C:30](=[O:31])[NH2:46])[CH2:28][CH2:29]4)[CH2:20][CH2:21]2)[cH:14][n:15]3)[cH:44][cH:45]1. Reactants: CC=1OC2=C(C1C)C=C(C=C2)C(CC(=O)O)CC(=O)O (3-(2,3-dimethyl-5-benzofuranyl)-glutaric acid), C(C)(=O)O (acetic acid). Solvent: C(C)(=O)OC(C)=O (acetic anhydride). Yields the product CC=1OC2=C(C1C)C=C(C=C2)C2CC(=O)OC(C2)=O (3-(2,3-dimethyl-5-benzofuranyl)-glutaric anhydride), crystals. RXN SMILES: [CH3:1][C:2]1[O:3][C:4]2[CH:11]=[CH:10][C:9]([CH:12]([CH2:17][C:18]([OH:20])=[O:19])[CH2:13][C:14]([OH:16])=O)=[CH:8][C:5]=2[C:6]=1[CH3:7].C(O)(=O)C>C(OC(=O)C)(=O)C>[CH3:1][C:2]1[O:3][C:4]2[CH:11]=[CH:10][C:9]([CH:12]3[CH2:17][C:18](=[O:20])[O:19][C:14](=[O:16])[CH2:13]3)=[CH:8][C:5]=2[C:6]=1[CH3:7]. Procedure: 27.6 g (0.1 mol) of 3-(2,3-dimethyl-5-benzofuranyl)-glutaric acid are refluxed in 120 ml of acetic anhydride for one hour. The excess reagent and the acetic acid formed are then evaporated off in a rotary evaporator. The brownish residue is dissolved in ether, and hexane is added until crystallisation starts. The crystals are filtered off with suction, washed with ether/hexane and dried. The 3-(2,3-dimethyl-5-benzofuranyl)-glutaric anhydride thus obtained as pale sand-coloured crystals melts at ...